This data is from the Open Reaction Database (ORD), a public repository of structured organic reaction records. The task is: describe an organic reaction: reactants, conditions, products, and yield Starting materials: [Cl-].[NH4+] (ammonium chloride), ClC=1C=C(C=CC1)C=1N=C(SC1C(=O)N)N1C=NC2=C1C=C(C=C2)C=O (4-(3-chloro-phenyl)-2-(6-formyl-benzoimidazol-1-yl)-thiazole-5-carboxylic acid amide), N1CCCCC1 (piperidine), C(C)(=O)O[BH-](OC(C)=O)OC(C)=O.[Na+] (sodium triacetoxyborohydride), C([O-])([O-])=O.[K+].[K+] (potassium carbonate). Reaction conditions: time 24 hour. RXN SMILES: [Cl:1][C:2]1[CH:3]=[C:4]([C:8]2[N:9]=[C:10]([N:16]3[C:20]4[CH:21]=[C:22]([CH:25]=O)[CH:23]=[CH:24][C:19]=4[N:18]=[CH:17]3)[S:11][C:12]=2[C:13]([NH2:15])=[O:14])[CH:5]=[CH:6][CH:7]=1.[NH:27]1[CH2:32][CH2:31][CH2:30][CH2:29][CH2:28]1.C(O[BH-](OC(=O)C)OC(=O)C)(=O)C.[Na+].[Cl-].[NH4+].C(=O)([O-])[O-].[K+].[K+]>ClCCl>[Cl:1][C:2]1[CH:3]=[C:4]([C:8]2[N:9]=[C:10]([N:16]3[C:20]4[CH:21]=[C:22]([CH2:25][N:27]5[CH2:32][CH2:31][CH2:30][CH2:29][CH2:28]5)[CH:23]=[CH:24][C:19]=4[N:18]=[CH:17]3)[S:11][C:12]=2[C:13]([NH2:15])=[O:14])[CH:5]=[CH:6][CH:7]=1 |f:2.3,4.5,6.7.8|. Solvent: ClCCl (dichloromethane). Reported procedure: A mixture of 0.150 g (0.39 mmole) of 4-(3-chloro-phenyl)-2-(6-formyl-benzoimidazol-1-yl)-thiazole-5-carboxylic acid amide (I.2a), 0.078 mL of piperidine, 0.414 g of sodium triacetoxyborohydride and 5 mL of dichloromethane was stirred at room temperature for 24 hours, after which 1 mL of saturated aqueous ammonium chloride solution was added. The mixture was stirred at room temperature for 30 minutes, made basic by addition of saturated potassium carbonate solution and partitioned between 30 mL o... The product is ClC=1C=C(C=CC1)C=1N=C(SC1C(=O)N)N1C=NC2=C1C=C(C=C2)CN2CCCCC2 (4-(3-chloro-phenyl)-2-(6-piperidin-1-ylmethyl-benzoimidazol-1-yl)-thiazole-5-carboxylic acid amide).